Dataset: the Open Reaction Database (ORD), a public repository of structured organic reaction records. Task: describe an organic reaction: reactants, conditions, products, and yield The reactants are 37.5, Br.Br.FC1=CC=C(C=C1)CN1C(=NC2=C1C=CC=C2)NC2CCN(CC2)CCC(CC)=O (1-[4-[[1-[(4-fluorophenyl)methyl]-1H-benzimidazol-2-yl]amino]-1-piperidinyl]-3-pentanone dihydrobromide), Br (hydrobromic acid), BrBr (bromine). Solvent: C(C)(=O)O (acetic acid), C(C)(=O)O (acetic acid). Run at time 8 hour. The product is 37.5, Br.Br.BrC(C(CCN1CCC(CC1)NC1=NC2=C(N1CC1=CC=C(C=C1)F)C=CC=C2)=O)C (4-bromo-1-[4-[[1-[(4-fluorophenyl)methyl]-1H-benzimidazol-2-yl]amino]-1-piperidinyl]-3-pentanone dihydrobromide). Yield: 89.0%. RXN SMILES: [BrH:1].Br.[F:3][C:4]1[CH:9]=[CH:8][C:7]([CH2:10][N:11]2[C:15]3[CH:16]=[CH:17][CH:18]=[CH:19][C:14]=3[N:13]=[C:12]2[NH:20][CH:21]2[CH2:26][CH2:25][N:24]([CH2:27][CH2:28][C:29](=[O:32])[CH2:30][CH3:31])[CH2:23][CH2:22]2)=[CH:6][CH:5]=1.Br.BrBr>C(O)(=O)C>[BrH:1].[BrH:1].[Br:1][CH:30]([CH3:31])[C:29](=[O:32])[CH2:28][CH2:27][N:24]1[CH2:25][CH2:26][CH:21]([NH:20][C:12]2[N:11]([CH2:10][C:7]3[CH:8]=[CH:9][C:4]([F:3])=[CH:5][CH:6]=3)[C:15]3[CH:16]=[CH:17][CH:18]=[CH:19][C:14]=3[N:13]=2)[CH2:22][CH2:23]1 |f:0.1.2,6.7.8|. Procedure: To a stirred mixture of 37.5 parts of 1-[4-[[1-[(4-fluorophenyl)methyl]-1H-benzimidazol-2-yl]amino]-1-piperidinyl]-3-pentanone dihydrobromide and 500 parts of acetic acid was added a hydrobromic acid solution in glacial acetic acid. Then there were added slowly dropwise 10.5 parts of bromine. Upon completion, stirring was continued overnight at room temperature. The reaction mixture was evaporated and the residue was suspended in 2-propanone. The product was filtered off and dried, yielding 37.5... Reactants: C(#N)C1=[N+](C2=CC=C(C=C2C=C1)C(=O)NC1=C(C=C(C=C1C)C(C(F)(F)F)(C(C(F)(F)F)(F)F)F)CC)[O-] (2-Cyano-N-[2-ethyl-6-methyl-4-(1,1,1,2,3,3,4,4,4-nonafluorobutan-2-yl)phenyl]-quinoline-6-carboxamide-1-oxide), ice water, C(O)([O-])=O.[Na+] (sodium hydrogen carbonate), P(=O)(Br)(Br)Br (phosphoryl bromide). The solvent is C(C)#N (acetonitrile). Run at temperature 100 celsius, time 5 hour. The product is BrC1=CC(=NC2=CC=C(C=C12)C(=O)NC1=C(C=C(C=C1C)C(C(F)(F)F)(C(C(F)(F)F)(F)F)F)CC)C#N (4-bromo-2-cyano-N-[2-ethyl-6-methyl-4-(1,1,1,2,3,3,4,4,4-nonafluorobutan-2-yl)phenyl]quinoline-6-carboxamide). Yield: 43.0%. As a reaction SMILES: [C:1]([C:3]1[CH:12]=[CH:11][C:10]2[C:5](=[CH:6][CH:7]=[C:8]([C:13]([NH:15][C:16]3[C:21]([CH3:22])=[CH:20][C:19]([C:23]([F:35])([C:28]([F:34])([F:33])[C:29]([F:32])([F:31])[F:30])[C:24]([F:27])([F:26])[F:25])=[CH:18][C:17]=3[CH2:36][CH3:37])=[O:14])[CH:9]=2)[N+:4]=1[O-])#[N:2].P(Br)(Br)([Br:41])=O.C(=O)([O-])O.[Na+]>C(#N)C>[Br:41][C:11]1[C:10]2[C:5](=[CH:6][CH:7]=[C:8]([C:13]([NH:15][C:16]3[C:21]([CH3:22])=[CH:20][C:19]([C:23]([F:35])([C:28]([F:34])([F:33])[C:29]([F:32])([F:31])[F:30])[C:24]([F:27])([F:26])[F:25])=[CH:18][C:17]=3[CH2:36][CH3:37])=[O:14])[CH:9]=2)[N:4]=[C:3]([C:1]#[N:2])[CH:12]=1 |f:2.3|. Reported procedure: 2-Cyano-N-[2-ethyl-6-methyl-4-(1,1,1,2,3,3,4,4,4-nonafluorobutan-2-yl)phenyl]-quinoline-6-carboxamide-1-oxide (96 mg) was dissolved in acetonitrile, added with phosphoryl bromide (250 mg), and stirred at 100° C. for 5 hours. After cooling to room temperature, the reaction solution was poured into ice water and neutralized with sodium hydrogen carbonate. After extracting the mixture twice with ethyl acetate, the organic phases were combined and washed with water, and dried over anhydrous magnesiu... Reactants: OC1=C(C#N)C=C(C=C1)CCOCOC (2-hydroxy-5-(2-methoxymethoxyethyl)benzonitrile), C([O-])([O-])=O.[K+].[K+] (potassium carbonate), BrCC(=O)OCC (ethyl bromoacetate), O (water). Solvent: CN(C=O)C (N,N-dimethylformamide). Conditions: time 2 hour. Yields the product C(#N)C1=C(OCC(=O)OCC)C=CC(=C1)CCOCOC (ethyl 2-[2-cyano-4-(2-methoxymethoxyethyl)phenoxy]acetate). RXN SMILES: [OH:1][C:2]1[CH:9]=[CH:8][C:7]([CH2:10][CH2:11][O:12][CH2:13][O:14][CH3:15])=[CH:6][C:3]=1[C:4]#[N:5].C(=O)([O-])[O-].[K+].[K+].Br[CH2:23][C:24]([O:26][CH2:27][CH3:28])=[O:25].O>CN(C)C=O>[C:4]([C:3]1[CH:6]=[C:7]([CH2:10][CH2:11][O:12][CH2:13][O:14][CH3:15])[CH:8]=[CH:9][C:2]=1[O:1][CH2:23][C:24]([O:26][CH2:27][CH3:28])=[O:25])#[N:5] |f:1.2.3|. Reported procedure: To a solution of 2-hydroxy-5-(2-methoxymethoxyethyl)benzonitrile (496 mg) in N,N-dimethylformamide (5 ml) were added potassium carbonate (435 mg) and ethyl bromoacetate (292 μl), and the mixture was stirred for 2 hours at room temperature. The reaction mixture was poured into water and extracted with ethyl acetate. The extract was washed with brine, and removal of the solvent under reduced pressure gave ethyl 2-[2-cyano-4-(2-methoxymethoxyethyl)phenoxy]acetate (619 mg). To a solution of the obta... Starting materials: [Li+].[Cl-] (LiCl), C(C)OC(=O)C1=C(C2=C(CCN(CC2)C(=O)OCC)S1)OC (3-Methoxy-4,5,7,8-tetrahydro-thieno[2,3-d]azepine-2,6-dicarboxylic acid diethyl ester), [Li+].[BH4-] (LiBH4). Run in C1CCOC1 (THF). Reaction conditions: time 1 hour. Yields the product C(C)OC(=O)N1CCC2=C(CC1)C(=C(S2)CO)OC (2-Hydroxymethyl-3-methoxy-4,5,7,8-tetrahydro-thieno[2,3-d]azepine-6-carboxylic acid ethyl ester). Reaction SMILES: C([O:3][C:4]([C:6]1[S:20][C:9]2[CH2:10][CH2:11][N:12]([C:15]([O:17][CH2:18][CH3:19])=[O:16])[CH2:13][CH2:14][C:8]=2[C:7]=1[O:21][CH3:22])=O)C.[Li+].[Cl-].[Li+].[BH4-]>C1COCC1>[CH2:18]([O:17][C:15]([N:12]1[CH2:13][CH2:14][C:8]2[C:7]([O:21][CH3:22])=[C:6]([CH2:4][OH:3])[S:20][C:9]=2[CH2:10][CH2:11]1)=[O:16])[CH3:19] |f:1.2,3.4|. Reported procedure: The product of step c) (2.5 g, 7.8 mmol) was dissolved in 125 mL dry THF and treated with LiCl (0.65 g, 15.3 mmol) followed by LiBH4 (15.3 mL of 2M). After stirring for 1 hour, the reaction was quenched carefully with EtOH and HOAc till no gas evolution was observed. The crude reaction mixture was partitioned between water and DCM. The organic extract was dried over MgSO4 and concentrated to give 2.3 g of a clear oil which was purified by silica chromatography (30% EtOAc/Hex) to give 1.03 g of t...